From a dataset of the Open Reaction Database (ORD), a public repository of structured organic reaction records. describe an organic reaction: reactants, conditions, products, and yield Starting materials: NC1=CC=C(CO)C=C1 (4-aminobenzylalcohol), resultant mixture, CC(CC(=O)O)(C)C1=C(C(C(=C(C1=O)C)C)=O)C (3-methyl-3-(2,4,5-trimethyl-3,6-dioxocyclohexa-1,4-dien-1-yl)butanoic acid), ClC(=O)OCC(C)C (isobutyl chloroformate), resultant mixture. Run in C1CCOC1 (THF). Product: OCC1=CC=C(C=C1)NC(CC(C)(C1=C(C(C(=C(C1=O)C)C)=O)C)C)=O (N-(4-(Hydroxymethyl)phenyl)-3-methyl-3-(2,4,5-trimethyl-3,6-dioxocyclohexa-1,4-dien-1-yl)butanamide). The yield is 74.0%. As a reaction SMILES: [CH3:1][C:2]([C:8]1[C:13](=[O:14])[C:12]([CH3:15])=[C:11]([CH3:16])[C:10](=[O:17])[C:9]=1[CH3:18])([CH3:7])[CH2:3][C:4]([OH:6])=O.ClC(OCC(C)C)=O.[NH2:27][C:28]1[CH:35]=[CH:34][C:31]([CH2:32][OH:33])=[CH:30][CH:29]=1>C1COCC1>[OH:33][CH2:32][C:31]1[CH:34]=[CH:35][C:28]([NH:27][C:4](=[O:6])[CH2:3][C:2]([CH3:1])([C:8]2[C:13](=[O:14])[C:12]([CH3:15])=[C:11]([CH3:16])[C:10](=[O:17])[C:9]=2[CH3:18])[CH3:7])=[CH:29][CH:30]=1. Reported procedure: To a solution of 3-methyl-3-(2,4,5-trimethyl-3,6-dioxocyclohexa-1,4-dien-1-yl)butanoic acid (1.75 g, 7.46 mmol) and isobutyl chloroformate (1.11 g, 8.12 mmol) in 20 ml of dry THF, N-methyl morphorline (0.82 ml) was added at 0° C. The resultant mixture was stirred for 30 minutes at 0° C., 4-aminobenzylalcohol (1.38 g, 11.2 mmol) added, and the resultant mixture stirred overnight. After removal of the solid by filtration, the compound was directly purified with silica chromatography using heptane ...